From a dataset of the Open Reaction Database (ORD), a public repository of structured organic reaction records. describe an organic reaction: reactants, conditions, products, and yield Reactants: COC(=O)Oc2ccc1ccccc1c2 (substrate), Cc1ccccc1B(O)O (effective_coupling_partner). Reagents/catalysts: dcypf. Run at temperature 60 celsius, time 96 hour. Product: Cc1ccccc1c3ccc2ccccc2c3. Starting materials: FC1=C(C=C(C(=O)O)C=C1)[N+](=O)[O-] (4-fluoro-3-nitrobenzoic acid), S(=O)(Cl)Cl (thionyl chloride), C1(=CC=C(C=C1)S(=O)(=O)O)C (p-toluenesulfonic acid), NC1=C(C=CC=C1)O (2-aminophenol), C(C)(C)N(CC)C(C)C (diisopropylethylamine). The solvent is C1(=CC=CC=C1)C (toluene), C1CCOC1 (THF). Product: FC1=C(C=C(C=C1)C=1OC2=C(N1)C=CC=C2)[N+](=O)[O-] (2-(4-fluoro-3-nitrophenyl)-1,3-benzoxazole). Reaction SMILES: [F:1][C:2]1[CH:10]=[CH:9][C:5]([C:6]([OH:8])=O)=[CH:4][C:3]=1[N+:11]([O-:13])=[O:12].S(Cl)(Cl)=O.[NH2:18][C:19]1[CH:24]=[CH:23][CH:22]=[CH:21][C:20]=1O.C(N(C(C)C)CC)(C)C.C1(C)C=CC(S(O)(=O)=O)=CC=1>C1COCC1.C1(C)C=CC=CC=1>[F:1][C:2]1[CH:10]=[CH:9][C:5]([C:6]2[O:8][C:20]3[CH:21]=[CH:22][CH:23]=[CH:24][C:19]=3[N:18]=2)=[CH:4][C:3]=1[N+:11]([O-:13])=[O:12]. Procedure: A mixture of 4-fluoro-3-nitrobenzoic acid (2.1 g, 11.3 mmol) and thionyl chloride (20 mL) was refluxed for 3 h and then cooled to rt. The excess thionyl chloride was removed and the residue dissolved in 10 mL of THF was added to a cooled (0° C.) solution of 2-aminophenol (1.24 g, 11.3 mmol) and diisopropylethylamine (2.4 mL, 13.6 mmol) in anhydrous THF (20 mL). The resulting mixture was refluxed for 4 h and then cooled to rt. The solvent was removed and p-toluenesulfonic acid (8.63 g, 45.4 mmol)...